From a dataset of the Open Reaction Database (ORD), a public repository of structured organic reaction records. describe an organic reaction: reactants, conditions, products, and yield Starting materials: CCOc1cccnc1N(C)C1CCN(Cc2ccccc2)CC1, CO, O=C[O-], [NH4+]. The product is CCOc1cccnc1N(C)C1CCNCC1. As a reaction SMILES: [CH2:1]([c:2]1[cH:3][cH:4][cH:5][cH:6][cH:7]1)[N:8]1[CH2:9][CH2:10][CH:11]([N:14]([c:15]2[n:16][cH:17][cH:18][cH:19][c:20]2[O:21][CH2:22][CH3:23])[CH3:24])[CH2:12][CH2:13]1.[CH3:29][OH:30].[CH:25]([O-:26])=[O:27].[NH4+:28]>>[NH:8]1[CH2:9][CH2:10][CH:11]([N:14]([c:15]2[n:16][cH:17][cH:18][cH:19][c:20]2[O:21][CH2:22][CH3:23])[CH3:24])[CH2:12][CH2:13]1. Starting materials: CCOC(=O)C(=O)Nc1ccc(Br)c2cccnc12, O=[N+]([O-])O, O=C(O)C(F)(F)F. Product: CCOC(=O)C(=O)Nc1c([N+](=O)[O-])cc(Br)c2cccnc12. As a reaction SMILES: [CH2:1]([CH3:2])[O:3][C:4]([C:5](=[O:6])[NH:7][c:8]1[cH:9][cH:10][c:11]([Br:18])[c:12]2[cH:13][cH:14][cH:15][n:16][c:17]12)=[O:19].[OH:20][N+:21]([O-:22])=[O:23].[OH:24][C:25]([C:26]([F:27])([F:28])[F:29])=[O:30]>>[CH2:1]([CH3:2])[O:3][C:4]([C:5](=[O:6])[NH:7][c:8]1[c:9]([N+:21](=[O:20])[O-:22])[cH:10][c:11]([Br:18])[c:12]2[cH:13][cH:14][cH:15][n:16][c:17]12)=[O:19]. Reaction SMILES: C(O[C:4]([C:6]1[O:7][C:8]([SH:11])=[N:9][N:10]=1)=[O:5])C.[CH2:12]([NH2:14])[CH3:13]>>[CH2:12]([NH:14][C:4]([C:6]1[O:7][C:8]([SH:11])=[N:9][N:10]=1)=[O:5])[CH3:13]. The product is C(C)NC(=O)C=1OC(=NN1)S (2-(N-Ethylcarbamoyl)-1,3,4-oxadiazole-5-thiol). Reported procedure: This product (m.p. 210° C. with decomp.) was prepared by reacting 2-ethoxycarbonyl-1,3,4-oxadiazole-5-thiol with ethylamine in a manner similar to that described in the procedure of Example XVI, Part C as hereinafter set forth. Reactants: C(C)OC(=O)C=1OC(=NN1)S (2-ethoxycarbonyl-1,3,4-oxadiazole-5-thiol), C(C)N (ethylamine). The reactants are C(C)(C)(C)[SiH2]OC(C1=CC(=NO1)C(C)O)(C)C (1-[5-(tert-butyl-dimethyl-silanyloxymethyl)-isoxazol-3-yl]-ethanol), N#N (N2). Reagents/catalysts: O=[Mn]=O (MnO2). The solvent is C(=O)(C)C#N (AcCN). Conditions: time 72 hour. The product is C(C)(C)(C)[SiH2]OC(C1=CC(=NO1)C(C)=O)(C)C (1-[5-(tert-Butyl-dimethyl-silanyloxymethyl)-isoxazol-3-yl]-ethanone). As a reaction SMILES: N#N.[C:3]([SiH2:7][O:8][C:9]([CH3:19])([CH3:18])[C:10]1[O:14][N:13]=[C:12]([CH:15]([OH:17])[CH3:16])[CH:11]=1)([CH3:6])([CH3:5])[CH3:4]>C(C#N)(C)=O.O=[Mn]=O>[C:3]([SiH2:7][O:8][C:9]([CH3:19])([CH3:18])[C:10]1[O:14][N:13]=[C:12]([C:15](=[O:17])[CH3:16])[CH:11]=1)([CH3:6])([CH3:4])[CH3:5]. Reported procedure: In a flame dried round-bottomed flask equipped with a magnetic stir bar and under inert atmosphere (N2), a solution of 1-[5-(tert-butyl-dimethyl-silanyloxymethyl)-isoxazol-3-yl]-ethanol (1.79 g, 6.95 mmol) in AcCN (70.0 mL) was treated at rt with MnO2 (3.36 g, 34.77 mmol) and the reaction mixture was stirred for 72 h at rt before being filtered through Celite. The solvent was removed under reduced pressure to give the title compound as a yellow oil. LC-MS-conditions 2: tR=1.13 min. Reactants: CC(C)=O, COCCO, CNC(=O)c1ccccc1Nc1nc(Cl)ncc1Cl, CN1C(=O)CCCc2cc(N)ccc21. Yields the product CNC(=O)c1ccccc1Nc1nc(Nc2ccc3c(c2)CCCC(=O)N3C)ncc1Cl. As a reaction SMILES: [CH3:34][C:35](=[O:36])[CH3:37].[CH3:38][O:39][CH2:40][CH2:41][OH:42].[Cl:15][c:16]1[n:17][cH:18][c:19]([Cl:33])[c:20]([NH:22][c:23]2[c:24]([C:25](=[O:26])[NH:27][CH3:28])[cH:29][cH:30][cH:31][cH:32]2)[n:21]1.[NH2:1][c:2]1[cH:3][c:4]2[c:5]([cH:13][cH:14]1)[N:6]([CH3:12])[C:7](=[O:11])[CH2:8][CH2:9][CH2:10]2>>[NH:1]([c:2]1[cH:3][c:4]2[c:5]([cH:13][cH:14]1)[N:6]([CH3:12])[C:7](=[O:11])[CH2:8][CH2:9][CH2:10]2)[c:16]1[n:17][cH:18][c:19]([Cl:33])[c:20]([NH:22][c:23]2[c:24]([C:25](=[O:26])[NH:27][CH3:28])[cH:29][cH:30][cH:31][cH:32]2)[n:21]1. The reactants are NC(C(=O)N1CCC(CC1)N1C(N2C(C1)=CN=C2C)=O)C2=CC=CC=C2 (2-(1-(2-Amino-2-phenylacetyl)-4-piperidinyl)-5-methyl-1,2-dihydro-3H-imidazo[1,5-c]imidazol-3-one), ClC1=CC=C(C=C1)N=C=O (4-chlorophenyl isocyanate). Solvent: CN(C)C=O (DMF), C(C)(=O)OCC (ethyl acetate). Yields the product ClC1=CC=C(C=C1)NC(=O)NC(C(=O)N1CCC(CC1)N1C(N2C(C1)=CN=C2C)=O)C2=CC=CC=C2 (N—(4-chlorophenyl)—N′—(2-(4-(5-methyl-3-oxo-1H-imidazo[1,5-c]imidazol-2(3H)-yl)-1-piperidinyl)-2-oxo-1-phenylethyl)urea). Yield: 62.7%. Reaction SMILES: [NH2:1][CH:2]([C:21]1[CH:26]=[CH:25][CH:24]=[CH:23][CH:22]=1)[C:3]([N:5]1[CH2:10][CH2:9][CH:8]([N:11]2[CH2:15][C:14]3=[CH:16][N:17]=[C:18]([CH3:19])[N:13]3[C:12]2=[O:20])[CH2:7][CH2:6]1)=[O:4].[Cl:27][C:28]1[CH:33]=[CH:32][C:31]([N:34]=[C:35]=[O:36])=[CH:30][CH:29]=1>CN(C=O)C.C(OCC)(=O)C>[Cl:27][C:28]1[CH:33]=[CH:32][C:31]([NH:34][C:35]([NH:1][CH:2]([C:21]2[CH:22]=[CH:23][CH:24]=[CH:25][CH:26]=2)[C:3]([N:5]2[CH2:10][CH2:9][CH:8]([N:11]3[CH2:15][C:14]4=[CH:16][N:17]=[C:18]([CH3:19])[N:13]4[C:12]3=[O:20])[CH2:7][CH2:6]2)=[O:4])=[O:36])=[CH:30][CH:29]=1. Procedure: 2-(1-(2-Amino-2-phenylacetyl)-4-piperidinyl)-5-methyl-1,2-dihydro-3H-imidazo[1,5-c]imidazol-3-one (0.10 g) obtained in Example 50b) was dissolved in DMF (3.0 ml), 4-chlorophenyl isocyanate (0.05 g) was added thereto, and mixed at room temperature for 1 hour. The reaction mixture was dissolved in ethyl acetate, washed with an aqueous sodium hydrogen carbonate solution and dried over anhydrous magnesium sulfate. The solvent was distilled off under reduced pressure, and the residue was purified wit...